From a dataset of the Open Reaction Database (ORD), a public repository of structured organic reaction records. describe an organic reaction: reactants, conditions, products, and yield Starting materials: C(=O)(OCC1C2=CC=CC=C2C2=CC=CC=C12)N[C@@H](CC1=CNC=N1)C(=O)O (Fmoc-L-histidine), ClC=1C=C(C(=O)Cl)C=CC1Cl (3,4-dichlorobenzoyl chloride), C(=O)(OCC1C2=CC=CC=C2C2=CC=CC=C12)N[C@@H](CC(C)C)C(=O)O (Fmoc-L-leucine), S1C(=CC=C1)C=O (thiophene-2-carboxaldehyde). Yields the product ClC1=CC=C(C=C1)C(=O)N1C(CC(C1C=1OC=CC1)C(=O)O)(C(=O)O)CC=1N=CNC1 (1-[1-(4-Chloro-phenyl)-methanoyl]-5-furan-2-yl-2-(1H-imidazol-4-ylmethyl)-pyrrolidine-2,4-dicarboxylic Acid). RXN SMILES: [C:1]([NH:18][C@H:19]([C:26]([OH:28])=[O:27])[CH2:20][C:21]1[N:25]=[CH:24][NH:23][CH:22]=1)(OCC1C2C(=CC=CC=2)C2C1=CC=CC=2)=O.C(N[C@H:47]([C:52]([OH:54])=[O:53])[CH2:48]C(C)C)(OCC1C2C(=CC=CC=2)C2C1=CC=CC=2)=O.S1C=[CH:58][CH:57]=[C:56]1[CH:60]=[O:61].Cl[C:63]1[CH:64]=[C:65]([CH:69]=[CH:70][C:71]=1[Cl:72])[C:66](Cl)=[O:67]>>[Cl:72][C:71]1[CH:70]=[CH:69][C:65]([C:66]([N:18]2[CH:1]([C:60]3[O:61][CH:58]=[CH:57][CH:56]=3)[CH:47]([C:52]([OH:54])=[O:53])[CH2:48][C:19]2([CH2:20][C:21]2[N:25]=[CH:24][NH:23][CH:22]=2)[C:26]([OH:28])=[O:27])=[O:67])=[CH:64][CH:63]=1. Procedure: Following the procedure of Example 28(a)-28(d), except beginning with Wang bound Fmoc-L-histidine (Trt) instead of Wang bound Fmoc-L-leucine, and substituting furan-2-carboxaldehyde for thiophene-2-carboxaldehyde, and substituting 4-chlorobenzoylchloride for 3,4-dichlorobenzoyl chloride, the title compound was prepared as a solid. MS [M+H]+444.8 Reactants: C(C)(C)(C)OC(COC1=CC(=CC=C1)C(CC1CC(CC1)O[Si](C)(C)C(C)(C)C)N(C)C(CC1=CC=C(C=C1)S(=O)(=O)C)=O)=O ([3-(2-[3-(tert-Butyl-dimethyl-silanyloxy)-cyclopentyl]-1-{[(4-methanesulfonyl-phenyl)-acetyl]-methyl-amino}-ethyl)-phenoxy]-acetic acid tert-butyl ester), [F-].C(CCC)[N+](CCCC)(CCCC)CCCC (tetrabutylammonium fluoride), O (water). Run in [Cl-].[Na+].O (Brine), O1CCCC1 (tetrahydrofuran). Run at time 4 hour. Product: C(C)(C)(C)OC(COC1=CC(=CC=C1)C(CC1CC(CC1)O)N(C)C(CC1=CC=C(C=C1)S(=O)(=O)C)=O)=O ([3-(2-(3-Hydroxy-cyclopentyl)-1-{[(4-methanesulfonyl-phenyl)-acetyl]-methyl-amino}-ethyl)-phenoxy]-acetic acid tert-butyl ester). As a reaction SMILES: [C:1]([O:5][C:6](=[O:45])[CH2:7][O:8][C:9]1[CH:14]=[CH:13][CH:12]=[C:11]([CH:15]([N:30]([C:32](=[O:44])[CH2:33][C:34]2[CH:39]=[CH:38][C:37]([S:40]([CH3:43])(=[O:42])=[O:41])=[CH:36][CH:35]=2)[CH3:31])[CH2:16][CH:17]2[CH2:21][CH2:20][CH:19]([O:22][Si](C(C)(C)C)(C)C)[CH2:18]2)[CH:10]=1)([CH3:4])([CH3:3])[CH3:2].[F-].C([N+](CCCC)(CCCC)CCCC)CCC.O>O1CCCC1.[Cl-].[Na+].O>[C:1]([O:5][C:6](=[O:45])[CH2:7][O:8][C:9]1[CH:14]=[CH:13][CH:12]=[C:11]([CH:15]([N:30]([C:32](=[O:44])[CH2:33][C:34]2[CH:39]=[CH:38][C:37]([S:40]([CH3:43])(=[O:42])=[O:41])=[CH:36][CH:35]=2)[CH3:31])[CH2:16][CH:17]2[CH2:21][CH2:20][CH:19]([OH:22])[CH2:18]2)[CH:10]=1)([CH3:4])([CH3:2])[CH3:3] |f:1.2,5.6.7|. Procedure details: To a solution of Example 41 (1.23 g, 1.86 mmol) in tetrahydrofuran (3 mL) was added tetrabutylammonium fluoride (1.0 M in tetrahydrofuran) (1.9 mL, 1.9 mmol). The reaction was stirred at room temperature under argon for 4 hours, then the reaction was poured into water (20 mL). Brine (80 mL) was added, and the reaction extracted with dichloromethane (3×80 mL). The organics were dried (MgSO4) and the solvent removed in vacuo. Column chromatography (dichloromethane:methanol 9:1) gave the product as... Reactants: ClC=1C=C(C=CC1Cl)C(CC=O)C1N(C(C2=CC(=CC=C12)S(=O)(=O)C)=O)C (3-(3,4-Dichlorophenyl)-3-(2-methyl-3-oxo-5-methylsulfonyl-2,3-dihydro-1H-isoindol-1-yl)propionaldehyde), O=C1N(CCCN1)C1CCNCC1 (4-(2-oxoperhydropyrimidine-1-yl)piperidine). The product is Cl.ClC=1C=C(C=CC1Cl)C(CCN1CCC(CC1)N1C(NCCC1)=O)C1N(C(C2=CC(=CC=C12)S(=O)(=O)C)=O)C (3-[1-(3,4-Dichlorophenyl)-3-(4-(2-oxoperhydropyrimidine-1-yl)piperidino)propyl]-2-methyl-6-methylsulfonyl-2,3-dihydroisoindol-1-one hydrochloride). Isolated yield 38.7%. RXN SMILES: [Cl:1][C:2]1[CH:3]=[C:4]([CH:9]([CH:13]2[C:21]3[C:16](=[CH:17][C:18]([S:22]([CH3:25])(=[O:24])=[O:23])=[CH:19][CH:20]=3)[C:15](=[O:26])[N:14]2[CH3:27])[CH2:10][CH:11]=O)[CH:5]=[CH:6][C:7]=1[Cl:8].[O:28]=[C:29]1[NH:34][CH2:33][CH2:32][CH2:31][N:30]1[CH:35]1[CH2:40][CH2:39][NH:38][CH2:37][CH2:36]1>>[ClH:1].[Cl:1][C:2]1[CH:3]=[C:4]([CH:9]([CH:13]2[C:21]3[C:16](=[CH:17][C:18]([S:22]([CH3:25])(=[O:23])=[O:24])=[CH:19][CH:20]=3)[C:15](=[O:26])[N:14]2[CH3:27])[CH2:10][CH2:11][N:38]2[CH2:39][CH2:40][CH:35]([N:30]3[CH2:31][CH2:32][CH2:33][NH:34][C:29]3=[O:28])[CH2:36][CH2:37]2)[CH:5]=[CH:6][C:7]=1[Cl:8] |f:2.3|. Procedure: 3-(3,4-Dichlorophenyl)-3-(2-methyl-3-oxo-5-methylsulfonyl-2,3-dihydro-1H-isoindol-1-yl)propionaldehyde (0.35 g) was coupled to 4-(2-oxoperhydropyrimidine-1-yl)piperidine (0.15 g) by a method similar to that described in Example 8. The reaction product was not purified by chromatography but converted to the corresponding hydrochloride salt as described in the Example 8 to give the title compound (0.1 g); MS: m/z=593(M+1); NMR: 1.16 (m,5), 2.21 (m,5), 3.65 (m,1), 4.25 (m,1), 5.0 (d,1, J=3.9), 6.73... Reaction SMILES: [CH3:28][OH:29].[OH:1][B:2]1[O:3][CH2:4][c:5]2[c:6]1[cH:7][c:8]([NH:11][S:12](=[O:13])(=[O:14])[c:15]1[c:16]([CH2:24][CH2:25][O:26][CH3:27])[cH:17][c:18]([N+:21]([O-:22])=[O:23])[cH:19][cH:20]1)[cH:9][cH:10]2>>[OH:1][B:2]1[O:3][CH2:4][c:5]2[c:6]1[cH:7][c:8]([NH:11][S:12](=[O:13])(=[O:14])[c:15]1[c:16]([CH2:24][CH2:25][O:26][CH3:27])[cH:17][c:18]([NH2:21])[cH:19][cH:20]1)[cH:9][cH:10]2. The product is COCCc1cc(N)ccc1S(=O)(=O)Nc1ccc2c(c1)B(O)OC2. Starting materials: CO, COCCc1cc([N+](=O)[O-])ccc1S(=O)(=O)Nc1ccc2c(c1)B(O)OC2. Reactants: C(C1=CC=CC=C1)N1CC2C(CCC(C2C1)=O)(C1=CC=CC=C1)C ((3aRS,7SR,7aRS)-2-benzyl-7-methyl-7-phenyl-4-perhydroisoindolone), ClC(=O)OC=C (vinyl chloroformate). Run in ClCCCl (1,2-dichloroethane). Yields the product CC1(CCC(C2CN(CC12)C(=O)OC=C)=O)C1=CC=CC=C1 ((3aRS,7SR,7aRS)-7-methyl-7-phenyl-2-vinyloxycarbonyl-4-perhydroisoindolone). RXN SMILES: C([N:8]1[CH2:16][CH:15]2[CH:10]([C:11]([CH3:24])([C:18]3[CH:23]=[CH:22][CH:21]=[CH:20][CH:19]=3)[CH2:12][CH2:13][C:14]2=[O:17])[CH2:9]1)C1C=CC=CC=1.Cl[C:26]([O:28][CH:29]=[CH2:30])=[O:27]>ClCCCl>[CH3:24][C:11]1([C:18]2[CH:23]=[CH:22][CH:21]=[CH:20][CH:19]=2)[CH:10]2[CH:15]([CH2:16][N:8]([C:26]([O:28][CH:29]=[CH2:30])=[O:27])[CH2:9]2)[C:14](=[O:17])[CH2:13][CH2:12]1. Procedure details: To a solution of 9 g of (3aRS,7SR,7aRS)-2-benzyl-7-methyl-7-phenyl-4-perhydroisoindolone in 100 cm3 of 1,2-dichloroethane are added, at room temperature, 2.84 cm3 of vinyl chloroformate, followed by heating for 2 hours at reflux. The solution is concentrated to dryness under reduced pressure (2.7 kPa) and the residue is purified by chromatography on a Column of silica gel (particle size 0.04-0.06 mm, diameter 4 cm, height 23 cm), eluting under a pressure of 0.5 bar of nitrogen with a mixture of ...